Dataset: the Open Reaction Database (ORD), a public repository of structured organic reaction records. Task: describe an organic reaction: reactants, conditions, products, and yield The reactants are C(C(C)(C)C)(=O)OC[C@H](C=1C(=C2C=CC(=NC2=CC1C)N1CCOCC1)C1=CC=C(C=C1)Cl)OC(C)(C)C ((S)-2-tert-butoxy-2-(5-(4-chlorophenyl)-7-methyl-2-morpholinoquinolin-6-yl)ethyl pivalate), C(C(C)(C)C)(=O)OC[C@H](C=1C(=C2C=CC=3N(C2=CC1C)N=NN3)C3=CC=C(C=C3)Cl)OC(C)(C)C ((S)-2-tert-butoxy-2-(6-(4-chlorophenyl)-8-methyltetrazolo[1,5-a]quinolin-7-yl)ethyl pivalate). The product is C(C)(C)(C)O[C@H](CO)C=1C(=C2C=CC=3N(C2=CC1C)N=NN3)C3=CC=C(C=C3)Cl ((S)-2-tert-butoxy-2-(6-(4-chlorophenyl)-8-methyltetrazolo[1,5-a]quinolin-7-yl)ethanol). As a reaction SMILES: C(OC[C@@H](OC(C)(C)C)C1C(C2C=CC(Cl)=CC=2)=C2C(=CC=1C)N=C(N1CCOCC1)C=C2)(=O)C(C)(C)C.C([O:45][CH2:46][C@@H:47]([O:69][C:70]([CH3:73])([CH3:72])[CH3:71])[C:48]1[C:49]([C:62]2[CH:67]=[CH:66][C:65]([Cl:68])=[CH:64][CH:63]=2)=[C:50]2[C:55](=[CH:56][C:57]=1[CH3:58])[N:54]1[N:59]=[N:60][N:61]=[C:53]1[CH:52]=[CH:51]2)(=O)C(C)(C)C>>[C:70]([O:69][C@@H:47]([C:48]1[C:49]([C:62]2[CH:67]=[CH:66][C:65]([Cl:68])=[CH:64][CH:63]=2)=[C:50]2[C:55](=[CH:56][C:57]=1[CH3:58])[N:54]1[N:59]=[N:60][N:61]=[C:53]1[CH:52]=[CH:51]2)[CH2:46][OH:45])([CH3:73])([CH3:71])[CH3:72]. Reported procedure: (S)-2-tert-butoxy-2-(6-(4-chlorophenyl)-8-methyltetrazolo[1,5-a]quinolin-7-yl)ethanol (5 mg) was prepared in a similar manner as compound ((S)-2-tert-butoxy-2-(5-(4-chlorophenyl)-7-methyl-2-morpholinoquinolin-6-yl)ethanol of Example 29 except using (S)-2-tert-butoxy-2-(6-(4-chlorophenyl)-8-methyltetrazolo[1,5-a]quinolin-7-yl)ethyl pivalate instead of (S)-2-tert-butoxy-2-(5-(4-chlorophenyl)-7-methyl-2-morpholinoquinolin-6-yl)ethyl pivalate. LCMS-ESI+ (m/z): [M+H]+ calcd for C22H24ClN4O2: 411.2. F... The reactants are C1(CC1)[C@H](C(F)(F)F)NC1=NC=C(C=2NC=3C=C(C=CC3C21)C#C)C(=O)N (1-{[(1R)-1-Cyclopropyl-2,2,2-trifluoroethyl]amino}-7-ethynyl-5H-pyrido[4,3-b]indole-4-carboxamide), [Si](C)(C)(C)N=[N+]=[N-] (TMS-azide). Product: C1(CC1)[C@H](C(F)(F)F)NC1=NC=C(C=2NC=3C=C(C=CC3C21)C=2N=NNC2)C(=O)N (1-{[(1R)-1-Cyclopropyl-2,2,2-trifluoroethyl]amino}-7-(1H-1,2,3-triazol-4-yl)-5H-pyrido[4,3-b]indole-4-carboxamide). Reaction SMILES: [CH:1]1([C@@H:4]([NH:9][C:10]2[C:22]3[C:21]4[CH:20]=[CH:19][C:18]([C:23]#[CH:24])=[CH:17][C:16]=4[NH:15][C:14]=3[C:13]([C:25]([NH2:27])=[O:26])=[CH:12][N:11]=2)[C:5]([F:8])([F:7])[F:6])[CH2:3][CH2:2]1.[Si]([N:32]=[N+:33]=[N-:34])(C)(C)C>>[CH:1]1([C@@H:4]([NH:9][C:10]2[C:22]3[C:21]4[CH:20]=[CH:19][C:18]([C:23]5[N:32]=[N:33][NH:34][CH:24]=5)=[CH:17][C:16]=4[NH:15][C:14]=3[C:13]([C:25]([NH2:27])=[O:26])=[CH:12][N:11]=2)[C:5]([F:8])([F:6])[F:7])[CH2:3][CH2:2]1. Procedure details: 1-{[(1R)-1-Cyclopropyl-2,2,2-trifluoroethyl]amino}-7-ethynyl-5H-pyrido[4,3-b]indole-4-carboxamide (0.13 g, 0.36 mmol) in TMS-azide (4 mL, 30 mmol) was heated to 150° C. for 18 h, cooled to room temperature, concentrated, and purified by flash chromatography to afford the title compound. 1H NMR (600 MHz, CD3SOCD3) δ 11.73 (s, 1H); 8.50 (d, 1H); 8.48 (s, 1H); 8.30 (br s, 1H); 8.22 (s, 1H); 7.93 (br s, 1H); 7.72 (d, 1H); 7.26 (br s, 1H); 6.98 (d, 1H); 4.85 (m, 1H); 1.58 (m, 1H); 0.72 (m, 1H); 0.62 ... Starting materials: O=C([O-])[O-], CN(C)C=O, COc1cc2[nH]cc(-c3cc4c(Cl)ccnc4n3S(=O)(=O)c3ccc(C)cc3)c2cc1OC, ClCCN1CCOCC1, Cl, [K+], [K+], O. The product is COc1cc2c(-c3cc4c(Cl)ccnc4n3S(=O)(=O)c3ccc(C)cc3)cn(CCN3CCOCC3)c2cc1OC. RXN SMILES: [C:44](=[O:45])([O-:46])[O-:47].[CH3:51][N:52]([CH3:53])[CH:54]=[O:55].[Cl:1][c:2]1[c:3]2[c:4]([n:5][cH:6][cH:7]1)[n:8]([S:24](=[O:25])(=[O:26])[c:27]1[cH:28][cH:29][c:30]([CH3:33])[cH:31][cH:32]1)[c:9](-[c:11]1[cH:12][nH:13][c:14]3[cH:15][c:16]([O:22][CH3:23])[c:17]([O:20][CH3:21])[cH:18][c:19]13)[cH:10]2.[Cl:35][CH2:36][CH2:37][N:38]1[CH2:39][CH2:40][O:41][CH2:42][CH2:43]1.[ClH:34].[K+:48].[K+:49].[OH2:50]>>[Cl:1][c:2]1[c:3]2[c:4]([n:5][cH:6][cH:7]1)[n:8]([S:24](=[O:25])(=[O:26])[c:27]1[cH:28][cH:29][c:30]([CH3:33])[cH:31][cH:32]1)[c:9](-[c:11]1[cH:12][n:13]([CH2:36][CH2:37][N:38]3[CH2:39][CH2:40][O:41][CH2:42][CH2:43]3)[c:14]3[cH:15][c:16]([O:22][CH3:23])[c:17]([O:20][CH3:21])[cH:18][c:19]13)[cH:10]2. The reactants are CCCO, OCC1OC(n2cnc3c(NN4CCCCC4)nc(Cl)nc32)C(O)C1O, [Na+], [OH-]. Yields the product CCCOc1nc(NN2CCCCC2)c2ncn(C3OC(CO)C(O)C3O)c2n1. Reaction SMILES: [CH2:29]([CH2:30][CH3:31])[OH:32].[Cl:1][c:2]1[n:3][c:4]([NH:20][N:21]2[CH2:22][CH2:23][CH2:24][CH2:25][CH2:26]2)[c:5]2[n:6][cH:7][n:8]([CH:9]3[CH:10]([OH:11])[CH:12]([OH:13])[CH:14]([CH2:15][OH:16])[O:17]3)[c:18]2[n:19]1.[Na+:28].[OH-:27]>>[c:2]1([O:32][CH2:29][CH2:30][CH3:31])[n:3][c:4]([NH:20][N:21]2[CH2:22][CH2:23][CH2:24][CH2:25][CH2:26]2)[c:5]2[n:6][cH:7][n:8]([CH:9]3[CH:10]([OH:11])[CH:12]([OH:13])[CH:14]([CH2:15][OH:16])[O:17]3)[c:18]2[n:19]1.